Dataset: the Open Reaction Database (ORD), a public repository of structured organic reaction records. Task: describe an organic reaction: reactants, conditions, products, and yield The reactants are [H-].C(C(C)C)[Al+]CC(C)C (diisobutylaluminium hydride), COC([C@@H](NC(=O)OC(C)(C)C)COCC1=CC=CC=C1)=O (N-Boc-O-benzylserine methyl ester), Cl (Hydrochloric acid). The solvent is C1(=CC=CC=C1)C (toluene), C1(=CC=CC=C1)C (toluene). Reaction conditions: temperature -70 celsius. Product: C(=O)(OC(C)(C)C)N[C@@H](COCC1=CC=CC=C1)C=O (N-Boc-O-benzylserinal). As a reaction SMILES: C[O:2][C:3](=O)[C@H:4]([CH2:13][O:14][CH2:15][C:16]1[CH:21]=[CH:20][CH:19]=[CH:18][CH:17]=1)[NH:5][C:6]([O:8][C:9]([CH3:12])([CH3:11])[CH3:10])=[O:7].[H-].C([Al+]CC(C)C)C(C)C.Cl>C1(C)C=CC=CC=1>[C:6]([NH:5][C@H:4]([CH:3]=[O:2])[CH2:13][O:14][CH2:15][C:16]1[CH:21]=[CH:20][CH:19]=[CH:18][CH:17]=1)([O:8][C:9]([CH3:11])([CH3:10])[CH3:12])=[O:7] |f:1.2|. Procedure: N-Boc-O-benzylserine methyl ester (9.5 g, 32 mmol) was dissolved in dry toluene (distilled from sodium) (100 ml). The solution was cooled to -70° C., and a solution of diisobutylaluminium hydride in toluene (1.2M, 53 ml, 64 mmol) was added dropwise over a period of 45 minutes under vigorous stirring under nitrogen. The mixture was stirred for an additional 20 minutes and was then allowed to reach -50° C. Hydrochloric acid (2M, 150 ml) was carefully added and the resulting reaction mixture was al... Starting materials: Cl.S1C(=CC=C1)C(=O)CN (N-[(2-thienylcarbonyl)methyl]amine hydrochloride), C([O-])(O)=O.[Na+] (sodium bicarbonate), FC1=CC=C(C(=O)Cl)C=C1 (4-fluorobenzoyl chloride). Yields the product FC1=CC=C(C(=O)NCC(=O)C=2SC=CC2)C=C1 (N-(4-fluorobenzoyl)-N-[(2-thienylcarbonyl)methyl]amine). The yield is 94.4%. Reaction SMILES: Cl.[S:2]1[CH:6]=[CH:5][CH:4]=[C:3]1[C:7]([CH2:9][NH2:10])=[O:8].C(=O)(O)[O-].[Na+].[F:16][C:17]1[CH:25]=[CH:24][C:20]([C:21](Cl)=[O:22])=[CH:19][CH:18]=1>>[F:16][C:17]1[CH:25]=[CH:24][C:20]([C:21]([NH:10][CH2:9][C:7]([C:3]2[S:2][CH:6]=[CH:5][CH:4]=2)=[O:8])=[O:22])=[CH:19][CH:18]=1 |f:0.1,2.3|. Procedure details: 20.8 g of N-[(2-thienylcarbonyl)methyl]amine hydrochloride, 40.0 g of sodium bicarbonate and 18.5 g of 4-fluorobenzoyl chloride are treated in the same manner as described in Preparation 1-(3). 29 g of N-(4-fluorobenzoyl)-N-[(2-thienylcarbonyl)methyl]amine are thereby obtained.